This data is from the Open Reaction Database (ORD), a public repository of structured organic reaction records. The task is: describe an organic reaction: reactants, conditions, products, and yield Reactants: OC1=C(C=CC=C1)C1=CC=2NC=3C=CC=CC3C2C2=C1C(NC2)=O (1,2,3,6-tetrahydro-4-(2-hydroxyphenyl)-3-oxopyrrolo[3,4-c]carbazole), [I-].[K+] (potassium iodide), CN(CCCCl)C (3-dimethylaminopropyl chloride), C([O-])([O-])=O.[K+].[K+] (potassium carbonate). The solvent is CC(=O)C (acetone), CCOCC.C(C)(=O)OCC (ether ethyl acetate). The product is Cl.Cl.CN(CCCOC1=C(C=CC=C1)C1=CC=2N(C=3C=CC=CC3C2C2=C1C(NC2)=O)CCCN(C)C)C (4-[2-(3-dimethylaminopropoxy)phenyl]-6-(3-dimethylaminopropyl)-1,2,3,6-tetrahydro-3-oxopyrrolo[3,4-c]carbazole dihydrochloride). As a reaction SMILES: [OH:1][C:2]1[CH:7]=[CH:6][CH:5]=[CH:4][C:3]=1[C:8]1[C:20]2[C:21](=[O:24])[NH:22][CH2:23][C:19]=2[C:18]2[C:17]3[CH:16]=[CH:15][CH:14]=[CH:13][C:12]=3[NH:11][C:10]=2[CH:9]=1.[CH3:25][N:26]([CH3:31])[CH2:27][CH2:28][CH2:29][Cl:30].C(=O)([O-])[O-].[K+].[K+].[I-].[K+]>CC(C)=O.CCOCC.C(OCC)(=O)C>[ClH:30].[ClH:30].[CH3:25][N:26]([CH3:31])[CH2:27][CH2:28][CH2:29][O:1][C:2]1[CH:7]=[CH:6][CH:5]=[CH:4][C:3]=1[C:8]1[C:20]2[C:21](=[O:24])[NH:22][CH2:23][C:19]=2[C:18]2[C:17]3[CH:16]=[CH:15][CH:14]=[CH:13][C:12]=3[N:11]([CH2:29][CH2:28][CH2:27][N:26]([CH3:31])[CH3:25])[C:10]=2[CH:9]=1 |f:2.3.4,5.6,8.9,10.11.12|. Procedure: 98 mg (0.31 mmole) 1,2,3,6-tetrahydro-4-(2-hydroxyphenyl)-3-oxopyrrolo[3,4-c]carbazole (Example 5) are heated under reflux for 72 hours with 80 mg (0.66 mmole) 3-dimethylaminopropyl chloride, 91 mg (0.66 mmole) potassium carbonate and a spatula tip of potassium iodide in 25 ml acetone. After cooling, it is evaporated and the residue partitioned between water and ethyl acetate. The organic phase is separated off, dried over sodium sulphate, and the residue obtained after evaporation chromatograph... Reactants: ClCCl, Cl, O=C(O)N1CCN(c2ccc(N3CCC4(CC3)CC4(F)F)cn2)c2ccccc21, C1COCCO1. Product: FC1(F)CC12CCN(c1ccc(N3CCNc4ccccc43)nc1)CC2. As a reaction SMILES: [Cl:31][CH2:32][Cl:33].[ClH:30].[F:1][C:2]1([F:29])[CH2:3][C:4]12[CH2:5][CH2:6][N:7]([c:10]1[cH:11][cH:12][c:13]([N:16]3[CH2:17][CH2:18][N:19]([C:26]([OH:27])=[O:28])[c:20]4[cH:21][cH:22][cH:23][cH:24][c:25]43)[n:14][cH:15]1)[CH2:8][CH2:9]2.[O:34]1[CH2:35][CH2:36][O:37][CH2:38][CH2:39]1>>[F:1][C:2]1([F:29])[CH2:3][C:4]12[CH2:5][CH2:6][N:7]([c:10]1[cH:11][cH:12][c:13]([N:16]3[CH2:17][CH2:18][NH:19][c:20]4[cH:21][cH:22][cH:23][cH:24][c:25]43)[n:14][cH:15]1)[CH2:8][CH2:9]2. Reactants: 0-(7-azabenzotriazol-1-yl)-1,1,3,3-tetramethyluronium hexafluorophosphate, N1(CCCC1)CCOC=1C=CC2=C(C=C(O2)C(=O)O)C1 (5-(2-pyrrolidin-1-ylethoxy)benzofuran-2-carboxylic acid), Cl.COC(C1=CC=C(C=C1)OCCN)=O (4-(2-aminoethoxyl)benzoic acid methyl ester hydrochloride), C(C)(C)N(CC)C(C)C (diisopropylethylamine). Run in CN(C)C=O (DMF), CN(C)C=O (DMF). Conditions: time 18 hour. Yields the product COC(C1=CC=C(C=C1)OCCNC(=O)C=1OC2=C(C1)C=C(C=C2)OCCN2CCCC2)=O (4-{2-[5-(2-pyrrolidin-1-ylethoxy)benzofuran-2-carbonylamino]-ethoxy}-benzoic acid methyl ester). Isolated yield 76.9%. Reaction SMILES: [N:1]1([CH2:6][CH2:7][O:8][C:9]2[CH:10]=[CH:11][C:12]3[O:16][C:15]([C:17]([OH:19])=O)=[CH:14][C:13]=3[CH:20]=2)[CH2:5][CH2:4][CH2:3][CH2:2]1.Cl.[CH3:22][O:23][C:24](=[O:35])[C:25]1[CH:30]=[CH:29][C:28]([O:31][CH2:32][CH2:33][NH2:34])=[CH:27][CH:26]=1.C(N(C(C)C)CC)(C)C>CN(C=O)C>[CH3:22][O:23][C:24](=[O:35])[C:25]1[CH:26]=[CH:27][C:28]([O:31][CH2:32][CH2:33][NH:34][C:17]([C:15]2[O:16][C:12]3[CH:11]=[CH:10][C:9]([O:8][CH2:7][CH2:6][N:1]4[CH2:2][CH2:3][CH2:4][CH2:5]4)=[CH:20][C:13]=3[CH:14]=2)=[O:19])=[CH:29][CH:30]=1 |f:1.2|. Procedure details: To a solution of 5-(2-pyrrolidin-1-ylethoxy)benzofuran-2-carboxylic acid (156 mg, 0.50 mmol) and 4-(2-aminoethoxyl)benzoic acid methyl ester hydrochloride (129 mg, 0.56 mmol) in DMF (4.5 ml) in a 20 ml vial was added diisopropylethylamine (0.88 ml, 5.1 mmol). A solution of 0-(7-azabenzotriazol-1-yl)-1,1,3,3-tetramethyluronium hexafluorophosphate (740 μL, 0.82 M, 0.61 mmol) in DMF was added to give a bright yellow solution. The vial was purged with nitrogen and stirred at room temperature for 18 ... The reactants are O=C(O)C(F)(F)F, CC(C)(C)OC(=O)CNC(=O)C1=C(O)c2cc(C(F)(F)F)ccc2C2(CCOCC2)C1=O. The product is O=C(O)CNC(=O)C1=C(O)c2cc(C(F)(F)F)ccc2C2(CCOCC2)C1=O. As a reaction SMILES: [F:33][C:34]([F:35])([F:36])[C:37]([OH:38])=[O:39].[OH:1][C:2]1=[C:3]([C:22](=[O:23])[NH:24][CH2:25][C:26](=[O:27])[O:28][C:29]([CH3:30])([CH3:31])[CH3:32])[C:4](=[O:21])[C:5]2([c:6]3[cH:7][cH:8][c:9]([C:12]([F:13])([F:14])[F:15])[cH:10][c:11]31)[CH2:16][CH2:17][O:18][CH2:19][CH2:20]2>>[OH:1][C:2]1=[C:3]([C:22](=[O:23])[NH:24][CH2:25][C:26](=[O:27])[OH:28])[C:4](=[O:21])[C:5]2([c:6]3[cH:7][cH:8][c:9]([C:12]([F:13])([F:14])[F:15])[cH:10][c:11]31)[CH2:16][CH2:17][O:18][CH2:19][CH2:20]2. Reactants: CNc1nc(C)nc(NC2CCCC(C(=O)O)C2)n1, CCN=C=NCCCN(C)C, CN(C)c1ccncc1, NCc1ccc(Cl)cc1Cl. The product is CNc1nc(C)nc(NC2CCCC(C(=O)NCc3ccc(Cl)cc3Cl)C2)n1. Reaction SMILES: [CH3:1][c:2]1[n:3][c:4]([NH:10][CH:11]2[CH2:12][CH:13]([C:17](=[O:18])[OH:19])[CH2:14][CH2:15][CH2:16]2)[n:5][c:6]([NH:8][CH3:9])[n:7]1.[CH3:30][CH2:31][N:32]=[C:33]=[N:34][CH2:35][CH2:36][CH2:37][N:38]([CH3:39])[CH3:40].[CH3:41][N:42]([c:43]1[cH:44][cH:45][n:46][cH:47][cH:48]1)[CH3:49].[Cl:20][c:21]1[c:22]([CH2:28][NH2:29])[cH:23][cH:24][c:25]([Cl:27])[cH:26]1>>[CH3:1][c:2]1[n:3][c:4]([NH:10][CH:11]2[CH2:12][CH:13]([C:17](=[O:19])[NH:29][CH2:28][c:22]3[c:21]([Cl:20])[cH:26][c:25]([Cl:27])[cH:24][cH:23]3)[CH2:14][CH2:15][CH2:16]2)[n:5][c:6]([NH:8][CH3:9])[n:7]1. Reactants: CC1(CCC(C2=CC(=CC=C12)N)=O)C (3,4-dihydro-4,4-dimethyl-7-amino-1-(2H)-naphthalenone), CC1(CCC(C2=CC(=CC=C12)N)=O)C (3,4-dihydro-4,4-dimethyl-7-amino-1-(2H)-naphthalenone), N(=O)C1=CC=C(C(=O)OCC)C=C1 (ethyl 4-nitrosobenzoate). Run in C(C)(=O)O (acetic acid). Run at time 8 hour. Product: CC1(C=2C=CC(=CC2C(CC1)=O)N=NC1=CC=C(C(=O)OCC)C=C1)C (Ethyl 4-[(5,6,7,8-tetrahydro-5,5-dimethyl-8-oxo-2-naphthalenyl)azo]-benzoate). As a reaction SMILES: [CH3:1][C:2]1([CH3:14])[C:11]2[C:6](=[CH:7][C:8]([NH2:12])=[CH:9][CH:10]=2)[C:5](=[O:13])[CH2:4][CH2:3]1.[N:15]([C:17]1[CH:27]=[CH:26][C:20]([C:21]([O:23][CH2:24][CH3:25])=[O:22])=[CH:19][CH:18]=1)=O>C(O)(=O)C>[CH3:1][C:2]1([CH3:14])[CH2:3][CH2:4][C:5](=[O:13])[C:6]2[CH:7]=[C:8]([N:12]=[N:15][C:17]3[CH:18]=[CH:19][C:20]([C:21]([O:23][CH2:24][CH3:25])=[O:22])=[CH:26][CH:27]=3)[CH:9]=[CH:10][C:11]1=2. Procedure details: To a solution of 198.7 mg (1.05 mmol) 3,4-dihydro-4,4-dimethyl-7-amino-1-(2H)-naphthalenone (Compound Z) in 5.0 ml glacial acetic acid was added 180.0 mg (1.00 mmol) of ethyl 4-nitrosobenzoate. The resulting solution was stirred overnight at room temperature, and then concentrated under reduced pressure. The product was isolated from the residual oil as a red solid, by column chromatography (15% EtOAc--hexanes). 1H NMR (CDCl3): δ 8.57 (1H, d, J=2.0 Hz), 8.19 (2H, d, J=8.4 Hz), 8.07 (1H, d, J=8.0... Starting materials: NC1=NC(=CC(=N1)N1CCC2(C[C@H](NC2)C(=O)OCC)CC1)O[C@@H](C(F)(F)F)C1=C(C=C(C=C1)CCC)C1=CC(=CC=C1)S(=O)(=O)C ((S)-ethyl 8-(2-amino-6-((R)-2,2,2-trifluoro-1-(3′-(methylsulfonyl)-5-propyl-[1,1′-biphenyl]-2-yl)ethoxy)pyrimidin-4-yl)-2,8-diazaspiro[4.5]decane-3-carboxylate), [Li+].[OH-] (LiOH). Product: NC1=NC(=CC(=N1)N1CCC2(C[C@H](NC2)C(=O)O)CC1)O[C@@H](C(F)(F)F)C1=C(C=C(C=C1)CCC)C1=CC(=CC=C1)S(=O)(=O)C ((S)-8-(2-Amino-6-((R)-2,2,2-trifluoro-1-(3′-(methylsulfonyl)-5-propyl-[1,1′-biphenyl]-2-yl)ethoxy)pyrimidin-4-yl)-2,8-diazaspiro[4.5]decane-3-carboxylic acid). As a reaction SMILES: [NH2:1][C:2]1[N:7]=[C:6]([N:8]2[CH2:22][CH2:21][C:11]3([CH2:15][NH:14][C@H:13]([C:16]([O:18]CC)=[O:17])[CH2:12]3)[CH2:10][CH2:9]2)[CH:5]=[C:4]([O:23][C@H:24]([C:29]2[CH:34]=[CH:33][C:32]([CH2:35][CH2:36][CH3:37])=[CH:31][C:30]=2[C:38]2[CH:43]=[CH:42][CH:41]=[C:40]([S:44]([CH3:47])(=[O:46])=[O:45])[CH:39]=2)[C:25]([F:28])([F:27])[F:26])[N:3]=1.[Li+].[OH-]>>[NH2:1][C:2]1[N:7]=[C:6]([N:8]2[CH2:9][CH2:10][C:11]3([CH2:15][NH:14][C@H:13]([C:16]([OH:18])=[O:17])[CH2:12]3)[CH2:21][CH2:22]2)[CH:5]=[C:4]([O:23][C@H:24]([C:29]2[CH:34]=[CH:33][C:32]([CH2:35][CH2:36][CH3:37])=[CH:31][C:30]=2[C:38]2[CH:43]=[CH:42][CH:41]=[C:40]([S:44]([CH3:47])(=[O:46])=[O:45])[CH:39]=2)[C:25]([F:28])([F:26])[F:27])[N:3]=1 |f:1.2|. Reported procedure: Hydrolysis of (S)-ethyl 8-(2-amino-6-((R)-2,2,2-trifluoro-1-(3′-(methylsulfonyl)-5-propyl-[1,1′-biphenyl]-2-yl)ethoxy)pyrimidin-4-yl)-2,8-diazaspiro[4.5]decane-3-carboxylate using the LiOH general method provides the title compound as an off-white solid. The reactants are CCOC(C)=O, O=C(O)c1ccc(Cl)s1, NCc1cnn(-c2ccc(I)cc2)c1, CN(C)C=O, O. Yields the product O=C(NCc1cnn(-c2ccc(I)cc2)c1)c1ccc(Cl)s1. Reaction SMILES: [CH3:25][CH2:26][O:27][C:28]([CH3:29])=[O:30].[Cl:1][c:2]1[cH:3][cH:4][c:5]([C:7](=[O:8])[OH:9])[s:6]1.[I:10][c:11]1[cH:12][cH:13][c:14](-[n:17]2[n:18][cH:19][c:20]([CH2:22][NH2:23])[cH:21]2)[cH:15][cH:16]1.[O:31]=[CH:32][N:33]([CH3:34])[CH3:35].[OH2:24]>>[Cl:1][c:2]1[cH:3][cH:4][c:5]([C:7](=[O:9])[NH:23][CH2:22][c:20]2[cH:19][n:18][n:17](-[c:14]3[cH:13][cH:12][c:11]([I:10])[cH:16][cH:15]3)[cH:21]2)[s:6]1.